Dataset: the Open Reaction Database (ORD), a public repository of structured organic reaction records. Task: describe an organic reaction: reactants, conditions, products, and yield Reactants: CI (methyl iodide), C([O-])([O-])=O.[K+].[K+] (potassium carbonate), CI (Methyl iodide), OC1=CC=CC2=C1OC(CO2)CO (8-hydroxy-2-hydroxymethyl-1,4-benzodioxan), C([O-])([O-])=O.[K+].[K+] (potassium carbonate), CI (methyl iodide), O (water). Solvent: CN(C=O)C (dimethylformamide). Conditions: temperature 45 celsius, time 8 hour. Product: OCC1COC2=C(O1)C(=CC=C2)OC (2-hydroxymethyl-8-methoxy-1,4-benzodioxan). The yield is 90.0%. RXN SMILES: [OH:1][C:2]1[C:7]2[O:8][CH:9]([CH2:12][OH:13])[CH2:10][O:11][C:6]=2[CH:5]=[CH:4][CH:3]=1.[C:14](=O)([O-])[O-].[K+].[K+].CI.O>CN(C)C=O>[OH:13][CH2:12][CH:9]1[O:8][C:7]2[C:2]([O:1][CH3:14])=[CH:3][CH:4]=[CH:5][C:6]=2[O:11][CH2:10]1 |f:1.2.3|. Procedure: A mixture of 5.52 g of 8-hydroxy-2-hydroxymethyl-1,4-benzodioxan (prepared as described in EP 210581), 4.2g of anhydrous potassium carbonate and 2.06 ml of methyl iodide in 75 ml of anhydrous dimethylformamide was stirred at 45° C. for 8 hours. Methyl iodide (1 ml) was added to the mixture and stirring continued at the same temperature. After 8 hours, 1 ml of methyl iodide and 2.1 g of potassium carbonate were further added, and the reaction mixture was stirred at 45° C. for 6 hours. Thereafter,... Reactants: [N+](=O)([O-])C1=CC=C(C=C1)C (p-nitrotoluene), C=O (para-formaldehyde), C(C)(=O)N (acetamide). Solvent: S(O)(O)(=O)=O (sulfuric acid). Reaction conditions: time 18 hour. The product is CC1=C(CNC(C)=O)C=C(C=C1)[N+](=O)[O-] (N-(2-methyl-5-nitrobenzyl)acetamide). Yield: 75.0%. Reaction SMILES: [N+:1]([C:4]1[CH:9]=[CH:8][C:7]([CH3:10])=[CH:6][CH:5]=1)([O-:3])=[O:2].[CH2:11]=O.[C:13]([NH2:16])(=[O:15])[CH3:14]>S(=O)(=O)(O)O>[CH3:10][C:7]1[CH:8]=[CH:9][C:4]([N+:1]([O-:3])=[O:2])=[CH:5][C:6]=1[CH2:11][NH:16][C:13](=[O:15])[CH3:14]. Procedure details: To a solution of p-nitrotoluene (0.85 g; 0.05 mol) and para-formaldehyde (1.6 g; 0.05 mol) in concentrated sulfuric acid is added acetamide (8.85 g; 0.15 mol) in increments. This solution is stirred at room temperature for 18 hours. The reaction mixture is then poured onto ice. A precipitate is obtainined which is removed by filtration. This solid material is then mixed with butyl acetate, heated, and filtered while hot to remove insolubles. After cooling, 7.8 g (i.e., 75% yield) of product crys... Starting materials: COC(=O)Cl, COC(C)(C)C, CCN(C(C)C)C(C)C, ClCCl, Cl, COC(=O)C1CCNC(Cc2ccc(F)cc2F)C1. Product: COC(=O)C1CCN(C(=O)OC)C(Cc2ccc(F)cc2F)C1. Reaction SMILES: [C:29]([O:30][CH3:31])(=[O:32])[Cl:33].[C:38]([O:39][CH3:40])([CH3:41])([CH3:42])[CH3:43].[CH:20]([N:21]([CH2:22][CH3:23])[CH:24]([CH3:25])[CH3:26])([CH3:27])[CH3:28].[Cl:35][CH2:36][Cl:37].[ClH:34].[F:1][c:2]1[c:3]([CH2:4][CH:5]2[NH:6][CH2:7][CH2:8][CH:9]([C:11](=[O:12])[O:13][CH3:14])[CH2:10]2)[cH:15][cH:16][c:17]([F:19])[cH:18]1>>[F:1][c:2]1[c:3]([CH2:4][CH:5]2[N:6]([C:29]([O:30][CH3:31])=[O:32])[CH2:7][CH2:8][CH:9]([C:11](=[O:12])[O:13][CH3:14])[CH2:10]2)[cH:15][cH:16][c:17]([F:19])[cH:18]1. Reactants: BrC=1C=C2C=C(NC2=CC1)C (5-Bromo-2-methylindole), COCOC1=CC=C(C=C1)I (4-methoxymethyloxy iodobenzene). The product is BrC=1C=C2C=C(N(C2=CC1)C1=CC=C(C=C1)OCOC)C (5-Bromo-1-(4-methoxymethyloxyphenyl)-2-methyl-1H-indole). Isolated yield 8.4%. As a reaction SMILES: [Br:1][C:2]1[CH:3]=[C:4]2[C:8](=[CH:9][CH:10]=1)[NH:7][C:6]([CH3:11])=[CH:5]2.[CH3:12][O:13][CH2:14][O:15][C:16]1[CH:21]=[CH:20][C:19](I)=[CH:18][CH:17]=1>>[Br:1][C:2]1[CH:3]=[C:4]2[C:8](=[CH:9][CH:10]=1)[N:7]([C:19]1[CH:20]=[CH:21][C:16]([O:15][CH2:14][O:13][CH3:12])=[CH:17][CH:18]=1)[C:6]([CH3:11])=[CH:5]2. Procedure: 5-Bromo-2-methylindole (5.59 g, 23.8 mmol) and 4-methoxymethyloxy iodobenzene (7.47 g, 23.8 mmol), were reacted according to the procedure used in Example 1a above to afford a colorless liquid (8.4%): 1H NMR (DMSO-d6): δ 2.23 (3H, s), 3.43 (2H, s), 5.26 (2H, s), 6.39 (1H, s), 6.94 (1H, d, J=8.7 Hz), 7.01 (1H, dd, J=2.2 Hz, J=8.6 Hz), 7.20 (2H, d, J=8.6 Hz), 7.34 (2H, d, J=8.6 Hz), 7.53 (1H, d, J=2.2 Hz); MS m/z (M+H)+ 346/348 (1 Br). Anal. for C17H16BrN02: Calc'd: C, 58.98; H, 4.66; N, 4.05. Fou... Reactants: O (Water), [H-].[Na+] (Sodium hydride), O=C1CN(CCN1)C(=O)OCC1=CC=CC=C1 (phenylmethyl 3-oxo-1-piperazinecarboxylate), ClC=1C=C2C=C(N(C2=CC1)C)C1=CC=C(C=C1)Cl.CCC(=O)Cl (5-chloro-2-(4-chlorophenyl)-1-methyl-1H-indole 3-propanoyl chloride). Run in CN(C)C=O (DMF). Run at time 30 minute. The product is ClC=1C=C2C(=C(N(C2=CC1)C)C1=CC=C(C=C1)Cl)CCC(=O)N1C(CN(CC1)C(=O)OCC1=CC=CC=C1)=O (Phenylmethyl 4-{3-[5-Chloro-2-(4-chlorophenyl )-1-methyl-1H-indol-3-yl]-1-oxopropyl}-3-oxo-1-piperazinecarboxylate). Isolated yield 5.0%. RXN SMILES: [H-].[Na+].[O:3]=[C:4]1[NH:9][CH2:8][CH2:7][N:6]([C:10]([O:12][CH2:13][C:14]2[CH:19]=[CH:18][CH:17]=[CH:16][CH:15]=2)=[O:11])[CH2:5]1.[Cl:20][C:21]1[CH:22]=[C:23]2[C:27](=[CH:28][CH:29]=1)[N:26]([CH3:30])[C:25]([C:31]1[CH:36]=[CH:35][C:34]([Cl:37])=[CH:33][CH:32]=1)=[CH:24]2.[CH3:38][CH2:39][C:40](Cl)=[O:41].O>CN(C=O)C>[Cl:20][C:21]1[CH:22]=[C:23]2[C:27](=[CH:28][CH:29]=1)[N:26]([CH3:30])[C:25]([C:31]1[CH:36]=[CH:35][C:34]([Cl:37])=[CH:33][CH:32]=1)=[C:24]2[CH2:38][CH2:39][C:40]([N:9]1[CH2:8][CH2:7][N:6]([C:10]([O:12][CH2:13][C:14]2[CH:19]=[CH:18][CH:17]=[CH:16][CH:15]=2)=[O:11])[CH2:5][C:4]1=[O:3])=[O:41] |f:0.1,3.4|. Procedure details: Oxalyl chloride (0.08 mL, 114 mg, 0.9 mmol) was added dropwise to a stirred, cooled (0° C.) solution of 5-chloro-2-(4-chlorophenyl)-1-methyl-1H-indole-3-propanoic acid (Description 12, 330 mg, 0.95 mmol) and DMF (1 drop) in toluene (15 mL) and the mixture was stirred at room temperature for 2 h. to give a solution of 5-chloro-2-(4-chlorophenyl)-1-methyl-1H-indole-3-propanoyl chloride. Sodium hydride (60% dispersion in mineral oil, 19 mg, 0.48 mmol) was added to a solution of phenylmethyl 3-oxo-1... Starting materials: COC(CN)OC, ClC(Cl)Cl, Nc1c(F)cc(N=C=S)cc1F. Product: COC(CNC(=S)Nc1cc(F)c(N)c(F)c1)OC. RXN SMILES: [CH3:13][O:14][CH:15]([CH2:16][NH2:17])[O:18][CH3:19].[Cl:20][CH:21]([Cl:22])[Cl:23].[NH2:1][c:2]1[c:3]([F:12])[cH:4][c:5]([N:9]=[C:10]=[S:11])[cH:6][c:7]1[F:8]>>[NH2:1][c:2]1[c:3]([F:12])[cH:4][c:5]([NH:9][C:10](=[S:11])[NH:17][CH2:16][CH:15]([O:14][CH3:13])[O:18][CH3:19])[cH:6][c:7]1[F:8]. The reactants are C1=C(C=C2CCCC3CCCC1=C23)NC2=NC=C(C=N2)C(=O)OCC (ethyl 2-[(5,6,6a,7,8,9-hexahydro-4H-2-phenalenyl)amino]pyrimidine-5-carboxylate), [Cl-].[NH4+] (ammonium chloride), [H-].[Na+] (sodium hydride), BrCC1CC1 (bromomethylcyclopropane). Solvent: CN(C=O)C (N,N-dimethylformamide), CN(C=O)C (N,N-dimethylformamide). Reaction conditions: time 10 minute. Yields the product C1(CC1)CN(C1=NC=C(C=N1)C(=O)O)C1=CC=2CCCC3CCCC(=C1)C23 (2-[N-Cyclopropylmethyl-(5,6,6a,7,8,9-hexahydro-4H-2-phenalenyl)amino]pyrimidine-5-carboxylic acid). Yield: 96.0%. Reaction SMILES: [H-].[Na+].[CH:3]1[C:14]2=[C:15]3[CH:10]([CH2:11][CH2:12][CH2:13]2)[CH2:9][CH2:8][CH2:7][C:6]3=[CH:5][C:4]=1[NH:16][C:17]1[N:22]=[CH:21][C:20]([C:23]([O:25]CC)=[O:24])=[CH:19][N:18]=1.Br[CH2:29][CH:30]1[CH2:32][CH2:31]1.[Cl-].[NH4+]>CN(C)C=O>[CH:32]1([CH2:31][N:16]([C:4]2[CH:3]=[C:14]3[C:15]4[CH:10]([CH2:11][CH2:12][CH2:13]3)[CH2:9][CH2:8][CH2:7][C:6]=4[CH:5]=2)[C:17]2[N:18]=[CH:19][C:20]([C:23]([OH:25])=[O:24])=[CH:21][N:22]=2)[CH2:30][CH2:29]1 |f:0.1,4.5|. Procedure: A suspension of sodium hydride (60%, 0.009 g) in N,N-dimethylformamide (2 ml) was added with ethyl 2-[(5,6,6a,7,8,9-hexahydro-4H-2-phenalenyl)amino]pyrimidine-5-carboxylate (0.035 g) dissolved in N,N-dimethylformamide (1 ml), and the mixture was stirred at room temperature for 10 minutes. The reaction mixture was added with bromomethylcyclopropane (0.025 ml), and the mixture was stirred overnight. The reaction mixture was added with saturated aqueous ammonium chloride, and the mixture was extrac...